This data is from the Open Reaction Database (ORD), a public repository of structured organic reaction records. The task is: describe an organic reaction: reactants, conditions, products, and yield Reactants: ice water, C(CCC)NC(CCC1=CC(=C(C=C1)O)O)=O (N-butyl-3-(3,4- dihydroxyphenyl)propionamide), acetal, C1=CC=CC=C1 (benzene), C1(=CC=C(C=C1)S(=O)(=O)O)C (p-toluenesulfonic acid), C(O)([O-])=O.[Na+] (sodium hydrogen carbonate). The solvent is O1CCCC1 (tetrahydrofuran). Run at time 11 hour. Yields the product C(CCC)NC(CCC1=CC2=C(OC(O2)(C)C)C=C1)=O (N-butyl-3-(2,2-dimethyl-1,3-benzodioxol-5-yl)propionamide). RXN SMILES: [CH2:1]([NH:5][C:6](=[O:17])[CH2:7][CH2:8][C:9]1[CH:14]=[CH:13][C:12]([OH:15])=[C:11]([OH:16])[CH:10]=1)[CH2:2][CH2:3][CH3:4].[CH:18]1[CH:23]=CC=C[CH:19]=1.C1(C)C=CC(S(O)(=O)=O)=CC=1.C(=O)([O-])O.[Na+]>O1CCCC1>[CH2:1]([NH:5][C:6](=[O:17])[CH2:7][CH2:8][C:9]1[CH:14]=[CH:13][C:12]2[O:15][C:18]([CH3:23])([CH3:19])[O:16][C:11]=2[CH:10]=1)[CH2:2][CH2:3][CH3:4] |f:3.4|. Procedure: 1.5 g of N-butyl-3-(3,4- dihydroxyphenyl)propionamide was dissolved in a mixed solvent consisting of 30 ml of benzene and 10 ml of tetrahydrofuran and 4 ml of acetonedimethylacetal was added to the solution. Then a small amount of p-toluenesulfonic acid was added to the solution and the solution was stirred for 11 hours under reflux. With a further addition of 2 ml of acetonedimethyl acetal, stirring was continued under reflux for 6 hours. After cooling, the solution was poured over ice water co... Starting materials: C(C)O (ethanol), aqueous solution, [OH-].[Na+] (sodium hydroxide), Cl (hydrochloric acid), Cl.C(=O)(O)CN1C(C(CSC2=C1C=CC=C2)NCC(=O)OCC)=O (5-carboxymethyl-3-ethoxycarbonylmethylamino-2,3-dihydro-1,5-benzothiazepin-4(5H)-one hydrochloride). The solvent is O (water). Yields the product Cl.C(=O)(O)CN1C(C(CSC2=C1C=CC=C2)NCC(=O)O)=O (5-carboxymethyl-3-carboxymethylamino-2,3-dihydro-1,5-benzothiazepin-4(5H)-one hydrochloride). The yield is 90.1%. RXN SMILES: [ClH:1].[C:2]([CH2:5][N:6]1[C:12]2[CH:13]=[CH:14][CH:15]=[CH:16][C:11]=2[S:10][CH2:9][CH:8]([NH:17][CH2:18][C:19]([O:21]CC)=[O:20])[C:7]1=[O:24])([OH:4])=[O:3].C(O)C.[OH-].[Na+].Cl>O>[ClH:1].[C:2]([CH2:5][N:6]1[C:12]2[CH:13]=[CH:14][CH:15]=[CH:16][C:11]=2[S:10][CH2:9][CH:8]([NH:17][CH2:18][C:19]([OH:21])=[O:20])[C:7]1=[O:24])([OH:4])=[O:3] |f:0.1,3.4,7.8|. Reported procedure: 420 mg of the 5-carboxymethyl-3-ethoxycarbonylmethylamino-2,3-dihydro-1,5-benzothiazepin-4(5H)-one hydrochloride obtained in Example 15 was dissolved in 5 ml of water, 3 ml of ethanol and 3.5 ml of a 1N aqueous solution of sodium hydroxide and then reacted for 2 hours. Thereafter, the solution was adjusted to pH 1-2 with hydrochloric acid and concentrated to dryness under reduced pressure. Ethanol was added to the residue and the insoluble matter was filtered off. After the filtrate was concentr... Starting materials: NCC=1C=C(C=CC1)NC1=NNC2=NC=NC(=C21)NC2=CC(=CC=C2)Cl (3-(3aminomethyl-phenylamino)-4-(3-chloro-phenylamino)-1H-pyrazolo[3,4-d]pyrimidine), Cl.N1(N=CC=C1)C(=N)N (1H-pyrazole-1-carbamidine monohydrochloride). Solvent: CN(C)C=O (DMF). Reaction conditions: time 65 hour. Product: ClC=1C=C(C=CC1)NC1=C2C(=NC=N1)NN=C2NC2=CC(=CC=C2)CNC(=N)N (4-(3-chlorophenylamino)-3-(3-{guanidino-methyl}-phenylamino)-1H-pyrazolo[3,4-d]pyrimidine). RXN SMILES: [NH2:1][CH2:2][C:3]1[CH:4]=[C:5]([NH:9][C:10]2[C:18]3[C:13](=[N:14][CH:15]=[N:16][C:17]=3[NH:19][C:20]3[CH:25]=[CH:24][CH:23]=[C:22]([Cl:26])[CH:21]=3)[NH:12][N:11]=2)[CH:6]=[CH:7][CH:8]=1.Cl.[N:28]1([C:33](N)=[NH:34])C=CC=N1>CN(C=O)C>[Cl:26][C:22]1[CH:21]=[C:20]([NH:19][C:17]2[N:16]=[CH:15][N:14]=[C:13]3[NH:12][N:11]=[C:10]([NH:9][C:5]4[CH:6]=[CH:7][CH:8]=[C:3]([CH2:2][NH:1][C:33]([NH2:34])=[NH:28])[CH:4]=4)[C:18]=23)[CH:25]=[CH:24][CH:23]=1 |f:1.2|. Procedure: A mixture of 200 mg (0.537 mmol) of 3-(3aminomethyl-phenylamino)-4-(3-chloro-phenylamino)-1H-pyrazolo[3,4-d]pyrimidine (water content: 1.79%; see Step 90.5), 79 mg (0.539 mmol) of 1H-pyrazole-1-carbamidine monohydrochloride and 2 ml of DMF is stirred at RT for 65 hours and then concentrated by evaporation under a high vacuum. Crystallization of the residue from diethyl ether, filtration and washing the filter residue with diethyl ether yield 4-(3-chlorophenylamino)-3-(3-{guanidino-methyl}-phenyl... Reactants: CC(=O)O[BH-](OC(C)=O)OC(C)=O, C=O, C1CCOC1, [Na+], O=C(NCC(=O)N1CCC(NC2CCC(O)(c3ccc(-c4cnccn4)cn3)CC2)C1)c1cccc(C(F)(F)F)c1. Product: CN(C1CCC(O)(c2ccc(-c3cnccn3)cn2)CC1)C1CCN(C(=O)CNC(=O)c2cccc(C(F)(F)F)c2)C1. As a reaction SMILES: [C:44]([O:45][BH-:46]([O:47][C:48](=[O:49])[CH3:50])[O:51][C:52](=[O:53])[CH3:54])(=[O:55])[CH3:56].[CH2:42]=[O:43].[CH2:58]1[O:59][CH2:60][CH2:61][CH2:62]1.[Na+:57].[OH:1][C:2]1([c:30]2[n:31][cH:32][c:33](-[c:36]3[n:37][cH:38][cH:39][n:40][cH:41]3)[cH:34][cH:35]2)[CH2:3][CH2:4][CH:5]([NH:8][CH:9]2[CH2:10][N:11]([C:14]([CH2:15][NH:16][C:17]([c:18]3[cH:19][c:20]([C:24]([F:25])([F:26])[F:27])[cH:21][cH:22][cH:23]3)=[O:28])=[O:29])[CH2:12][CH2:13]2)[CH2:6][CH2:7]1>>[OH:1][C:2]1([c:30]2[n:31][cH:32][c:33](-[c:36]3[n:37][cH:38][cH:39][n:40][cH:41]3)[cH:34][cH:35]2)[CH2:3][CH2:4][CH:5]([N:8]([CH:9]2[CH2:10][N:11]([C:14]([CH2:15][NH:16][C:17]([c:18]3[cH:19][c:20]([C:24]([F:25])([F:26])[F:27])[cH:21][cH:22][cH:23]3)=[O:28])=[O:29])[CH2:12][CH2:13]2)[CH3:44])[CH2:6][CH2:7]1. Starting materials: O.NC1CCN(CC1)CCC1=CNC2=CC=CC=C12 (3-[2-(4-aminopiperidyl)ethyl]indole, hydrate), ClC=1C=C(C=CC1Cl)N=C=O (3,4-dichlorophenyl isocyanate). Yields the product ClC=1C=C(C=CC1Cl)NC(=O)NC1CCN(CC1)CCC1=CNC2=CC=CC=C12 (1-[3,4-Dichlorophenyl]-3-[1-(2-[3-indolyl]ethyl)piperid-4-yl] urea). The yield is 78.6%. As a reaction SMILES: O.[NH2:2][CH:3]1[CH2:8][CH2:7][N:6]([CH2:9][CH2:10][C:11]2[C:19]3[C:14](=[CH:15][CH:16]=[CH:17][CH:18]=3)[NH:13][CH:12]=2)[CH2:5][CH2:4]1.[Cl:20][C:21]1[CH:22]=[C:23]([N:28]=[C:29]=[O:30])[CH:24]=[CH:25][C:26]=1[Cl:27]>>[Cl:20][C:21]1[CH:22]=[C:23]([NH:28][C:29]([NH:2][CH:3]2[CH2:8][CH2:7][N:6]([CH2:9][CH2:10][C:11]3[C:19]4[C:14](=[CH:15][CH:16]=[CH:17][CH:18]=4)[NH:13][CH:12]=3)[CH2:5][CH2:4]2)=[O:30])[CH:24]=[CH:25][C:26]=1[Cl:27] |f:0.1|. Procedure: Condensation of 3-[2-(4-aminopiperidyl)ethyl]indole, hydrate (1.31 g.) and 3,4-dichlorophenyl isocyanate (0.99 g., 5% excess) in the manner of Example 1 gave the crude title compound (2.03 g.) from which a pure hydrochloride (1.70 g., m.p. 258.4°, dec.) was obtained by treatment with ethanolic HCl/ether.